Task: describe an organic reaction: reactants, conditions, products, and yield. Dataset: the Open Reaction Database (ORD), a public repository of structured organic reaction records Reactants: C(CCC(=O)OC(C)(C)C)(=O)OCCN(C)CCNC(=O)[C@]12[C@@H]([C@H]3CC[C@@H]4[C@]5(CC=C(C([C@@H]5CC[C@]4([C@@]3(CC1)C)C)(C)C)C1=CC=C(C=C1)C(=O)OC(C)(C)C)C)[C@@H](CC2)C(=C)C (2-((2-((1R,3aS,5aR,5bR,7aR,11aS,11bR,13aR,13bR)-9-(4-(tert-butoxycarbonyl)phenyl)-5a,5b,8,8,11a-pentamethyl-1-(prop-1-en-2-yl)-2,3,3a,4,5,5a,5b,6,7,7a,8,11,11a,11b,12,13,13a,13b-octadecahydro-1H-cyclopenta[a]chrysene-3a-carboxamido)ethyl)(methyl)amino)ethyl tert-butyl succinate), Cl (HCl). The solvent is O1CCOCC1 (dioxane). Conditions: temperature 20 celsius, time 3 hour. Yields the product C(=O)(O)CCC(=O)OCCN(CCNC(=O)[C@]12[C@@H]([C@H]3CC[C@@H]4[C@]5(CC=C(C([C@@H]5CC[C@]4([C@@]3(CC1)C)C)(C)C)C1=CC=C(C(=O)O)C=C1)C)[C@@H](CC2)C(=C)C)C (4-((1R,3aS,5aR,5bR,7aR,11aS,11bR,13aR,13bR)-3a-(2-((2-(3-carboxypropanoyloxy)ethyl)(methyl)amino)ethylcarbamoyl)-5a,5b,8,8,11a-pentamethyl-1-(prop-1-en-2-yl)-2,3,3a,4,5,5a,5b,6,7,7a,8,11,11a,11b,12,13,13a,13b-octadecahydro-1H-cyclopenta[a]chrysen-9-yl)benzoic acid). RXN SMILES: [C:1]([O:12][CH2:13][CH2:14][N:15]([CH2:17][CH2:18][NH:19][C:20]([C@:22]12[CH2:60][CH2:59][C@@H:58]([C:61]([CH3:63])=[CH2:62])[C@@H:23]1[C@@H:24]1[C@@:37]([CH3:40])([CH2:38][CH2:39]2)[C@@:36]2([CH3:41])[C@@H:27]([C@:28]3([CH3:57])[C@@H:33]([CH2:34][CH2:35]2)[C:32]([CH3:43])([CH3:42])[C:31]([C:44]2[CH:49]=[CH:48][C:47]([C:50]([O:52]C(C)(C)C)=[O:51])=[CH:46][CH:45]=2)=[CH:30][CH2:29]3)[CH2:26][CH2:25]1)=[O:21])[CH3:16])(=[O:11])[CH2:2][CH2:3][C:4]([O:6]C(C)(C)C)=[O:5].Cl>O1CCOCC1>[C:4]([CH2:3][CH2:2][C:1]([O:12][CH2:13][CH2:14][N:15]([CH3:16])[CH2:17][CH2:18][NH:19][C:20]([C@:22]12[CH2:60][CH2:59][C@@H:58]([C:61]([CH3:63])=[CH2:62])[C@@H:23]1[C@@H:24]1[C@@:37]([CH3:40])([CH2:38][CH2:39]2)[C@@:36]2([CH3:41])[C@@H:27]([C@:28]3([CH3:57])[C@@H:33]([CH2:34][CH2:35]2)[C:32]([CH3:43])([CH3:42])[C:31]([C:44]2[CH:45]=[CH:46][C:47]([C:50]([OH:52])=[O:51])=[CH:48][CH:49]=2)=[CH:30][CH2:29]3)[CH2:26][CH2:25]1)=[O:21])=[O:11])([OH:6])=[O:5]. Procedure details: To a solution of 2-((2-((1R,3aS,5aR,5bR,7aR,11aS,11bR,13aR,13bR)-9-(4-(tert-butoxycarbonyl)phenyl)-5a,5b,8,8,11a-pentamethyl-1-(prop-1-en-2-yl)-2,3,3a,4,5,5a,5b,6,7,7a,8,11,11a,11b,12,13,13a,13b-octadecahydro-1H-cyclopenta[a]chrysene-3a-carboxamido)ethyl)(methyl)amino)ethyl tert-butyl succinate (40 mg, 0.046 mmol) in dioxane (1 mL) was added 4N HCl (0.115 mL, 0.459 mmol). The reaction mixture was stirred at 20° C. for 3 hours. LCMS indicated the formation of desired product. The reaction mixture... Reactants: Cc1cc(Cl)ccc1-c1nc2cc(F)c(F)cc2n1C(CO)C1CCCCC1, C1CCOC1, COC(=O)c1ccc(O)nc1. Product: COC(=O)c1ccc(OCC(C2CCCCC2)n2c(-c3ccc(Cl)cc3C)nc3cc(F)c(F)cc32)nc1. RXN SMILES: [Cl:1][c:2]1[cH:3][c:4]([CH3:28])[c:5](-[c:8]2[n:9][c:10]3[c:11]([n:12]2[CH:13]([CH2:14][OH:15])[CH:16]2[CH2:17][CH2:18][CH2:19][CH2:20][CH2:21]2)[cH:22][c:23]([F:27])[c:24]([F:26])[cH:25]3)[cH:6][cH:7]1.[O:40]1[CH2:41][CH2:42][CH2:43][CH2:44]1.[OH:29][c:30]1[n:31][cH:32][c:33]([C:34](=[O:35])[O:36][CH3:37])[cH:38][cH:39]1>>[Cl:1][c:2]1[cH:3][c:4]([CH3:28])[c:5](-[c:8]2[n:9][c:10]3[c:11]([n:12]2[CH:13]([CH2:14][O:15][c:30]2[n:31][cH:32][c:33]([C:34](=[O:35])[O:36][CH3:37])[cH:38][cH:39]2)[CH:16]2[CH2:17][CH2:18][CH2:19][CH2:20][CH2:21]2)[cH:22][c:23]([F:27])[c:24]([F:26])[cH:25]3)[cH:6][cH:7]1. Reaction SMILES: [N-:1]=[N+:2]=[N-:3].[Al+3].[N-]=[N+]=[N-].[N-]=[N+]=[N-].[CH2:11]([N:18]([CH2:29][CH2:30][C:31]1[C:39]2[C:34](=[CH:35][CH:36]=[C:37]([N:40]=[C:41]=[O:42])[CH:38]=2)[NH:33][C:32]=1[C:43]1[CH:48]=[C:47]([CH3:49])[CH:46]=[C:45]([CH3:50])[CH:44]=1)[CH2:19][CH2:20][CH2:21][CH2:22][C:23]1[CH:24]=[N:25][CH:26]=[CH:27][CH:28]=1)[C:12]1[CH:17]=[CH:16][CH:15]=[CH:14][CH:13]=1>>[CH2:11]([N:18]([CH2:19][CH2:20][CH2:21][CH2:22][C:23]1[CH:24]=[N:25][CH:26]=[CH:27][CH:28]=1)[CH2:29][CH2:30][C:31]1[C:39]2[C:34](=[CH:35][CH:36]=[C:37]([N:40]3[C:41](=[O:42])[NH:3][N:2]=[N:1]3)[CH:38]=2)[NH:33][C:32]=1[C:43]1[CH:44]=[C:45]([CH3:50])[CH:46]=[C:47]([CH3:49])[CH:48]=1)[C:12]1[CH:13]=[CH:14][CH:15]=[CH:16][CH:17]=1 |f:0.1.2.3|. Product: C(C1=CC=CC=C1)N(CCC1=C(NC2=CC=C(C=C12)N1N=NNC1=O)C1=CC(=CC(=C1)C)C)CCCCC=1C=NC=CC1 (1-[3-{2-[benzyl-(4-pyridin-3-yl-butyl)-amino]ethyl}-2-(3,5-dimethylphenyl)-1H-indol-5-yl]-1,4-dihydrotetrazol-5-one). Reported procedure: To a solution of freshly prepared aluminum azide (0.6 mmol in 6 mL dry tetrahydrofuran) was added 120 mg benzyl-{2-[2-(3,5-dimethylphenyl)-5-isocyanato-1H-indol-3-yl]ethyl}-(4-pyridin-3-yl-butyl)amine and the mixture heated to reflux on an oil bath. After 20 hours, the mixture was cooled to room temperature concentrated poured into a mixture of 1M sodium potassium tartarate and ice, stirred vigorously for 40 minutes then partitioned between ethyl acetate and water. The organic portion was washed... Isolated yield 44.7%. Starting materials: [N-]=[N+]=[N-].[Al+3].[N-]=[N+]=[N-].[N-]=[N+]=[N-] (aluminum azide), C(C1=CC=CC=C1)N(CCCCC=1C=NC=CC1)CCC1=C(NC2=CC=C(C=C12)N=C=O)C1=CC(=CC(=C1)C)C (benzyl-{2-[2-(3,5-dimethylphenyl)-5-isocyanato-1H-indol-3-yl]ethyl}-(4-pyridin-3-yl-butyl)amine). Run at time 20 hour. The reactants are 14.7, CC1=C(C=CC=C1C(C1=CC=CS1)=O)C(C)=O (2'-methyl-3'-(2-thenoyl)acetophenone), [S] (sulfur), N1CCOCC1 (morpholine), Cl (hydrochloric acid), O (water). Solvent: C(Cl)(Cl)Cl (chloroform). Yields the product C1(=CC=CS1)C(=O)C=1C(=C(C=CC1)C)CC(=O)O (2-[3-(2-thenoyl)-o-tolyl] acetic acid). As a reaction SMILES: [CH3:1][C:2]1[C:7]([C:8](=[O:14])[C:9]2[S:13][CH:12]=[CH:11][CH:10]=2)=[CH:6][CH:5]=[CH:4][C:3]=1[C:15](=O)C.[S].N1C[CH2:23][O:22]CC1.Cl.[OH2:26]>C(Cl)(Cl)Cl>[C:9]1([C:8]([C:7]2[C:2]([CH2:1][C:23]([OH:22])=[O:26])=[C:3]([CH3:15])[CH:4]=[CH:5][CH:6]=2)=[O:14])[S:13][CH:12]=[CH:11][CH:10]=1 |^3:17|. Procedure: A mixture of 14.7 parts of 2'-methyl-3'-(2-thenoyl)acetophenone, 4.3 parts of sulfur and 33 parts morpholine is stirred and refluxed for 3 hours. The reaction mixture is cooled, diluted with 450 parts of chloroform and shaken successively twice with diluted hydrochloric acid solution and twice with water. The organic layer is dried and evaporated. The oily resiude is boiled in a mixture of 200 parts of glacial acetic acid and 150 parts of a 50% sulfuric acid solution for 2 hours. After cooling, ... Reactants: [Br-], C1CCOC1, [Cl-], O=C1CCN(C(=O)c2cn(-c3ccc(Cl)cc3)c(-c3ccccc3Cl)n2)CC1, Fc1ccc([Mg+])cc1, [NH4+], O. The product is O=C(c1cn(-c2ccc(Cl)cc2)c(-c2ccccc2Cl)n1)N1CCC(O)(c2ccc(F)cc2)CC1. As a reaction SMILES: [Br-:29].[CH2:41]1[O:42][CH2:43][CH2:44][CH2:45]1.[Cl-:38].[Cl:1][c:2]1[c:3](-[c:8]2[n:9](-[c:22]3[cH:23][cH:24][c:25]([Cl:28])[cH:26][cH:27]3)[cH:10][c:11]([C:13](=[O:14])[N:15]3[CH2:16][CH2:17][C:18](=[O:21])[CH2:19][CH2:20]3)[n:12]2)[cH:4][cH:5][cH:6][cH:7]1.[F:30][c:31]1[cH:32][cH:33][c:34]([Mg+:37])[cH:35][cH:36]1.[NH4+:39].[OH2:40]>>[Cl:1][c:2]1[c:3](-[c:8]2[n:9](-[c:22]3[cH:23][cH:24][c:25]([Cl:28])[cH:26][cH:27]3)[cH:10][c:11]([C:13](=[O:14])[N:15]3[CH2:16][CH2:17][C:18]([OH:21])([c:34]4[cH:33][cH:32][c:31]([F:30])[cH:36][cH:35]4)[CH2:19][CH2:20]3)[n:12]2)[cH:4][cH:5][cH:6][cH:7]1. Reactants: N1(CCCCC1)CC1=CC=CC(=N1)OCCCNC=O (N-[3-(6-Piperidinomethyl-2-pyridyloxy)propyl]formamide), [OH-].[K+] (potassium hydroxide). The solvent is CO (methanol). The product is N1(CCCCC1)CC1=CC=CC(=N1)OCCCN (3-(6-Piperidinomethyl-2-pyridyloxy)propylamine). The yield is 63.0%. RXN SMILES: [N:1]1([CH2:7][C:8]2[N:13]=[C:12]([O:14][CH2:15][CH2:16][CH2:17][NH:18]C=O)[CH:11]=[CH:10][CH:9]=2)[CH2:6][CH2:5][CH2:4][CH2:3][CH2:2]1.[OH-].[K+]>CO>[N:1]1([CH2:7][C:8]2[N:13]=[C:12]([O:14][CH2:15][CH2:16][CH2:17][NH2:18])[CH:11]=[CH:10][CH:9]=2)[CH2:6][CH2:5][CH2:4][CH2:3][CH2:2]1 |f:1.2|. Procedure: N-[3-(6-Piperidinomethyl-2-pyridyloxy)propyl]formamide (19.6 g, 70.7 mmoles) [prepared in Step B] was added to a solution of 85% potassium hydroxide pellets (18.63 g, 0.332 mole) dissolved in 180 mL of methanol and the solution was heated at gentle reflux for 20 hours. The solvent was stripped in vacuum and the residue partially purified by redissolving in about 180 mL of 20% methanol-methylene chloride and passing through a pad of 38 g of silica gel. The silica was washed with an additional 120... The reactants are Nc1c(Br)cc(C(F)(F)F)cc1Br, [Li]CCCC, C1CCOC1, CN(C)C=O. Product: Nc1c(Br)cc(C(F)(F)F)cc1C=O. As a reaction SMILES: [Br:1][c:2]1[c:3]([NH2:4])[c:5]([Br:13])[cH:6][c:7]([C:9]([F:10])([F:11])[F:12])[cH:8]1.[CH2:14]([Li:15])[CH2:16][CH2:17][CH3:18].[CH2:24]1[O:25][CH2:26][CH2:27][CH2:28]1.[O:19]=[CH:20][N:21]([CH3:22])[CH3:23]>>[c:2]1([CH:20]=[O:19])[c:3]([NH2:4])[c:5]([Br:13])[cH:6][c:7]([C:9]([F:10])([F:11])[F:12])[cH:8]1.